Dataset: the Open Reaction Database (ORD), a public repository of structured organic reaction records. Task: describe an organic reaction: reactants, conditions, products, and yield The reactants are CC(C)(C)c1ccc(C(=O)CCCCl)cc1, CN(C)C=O, c1c[nH]cn1. The product is CC(C)(C)c1ccc(C(=O)CCCn2ccnc2)cc1. As a reaction SMILES: [C:6]([CH3:7])([CH3:8])([CH3:9])[c:10]1[cH:11][cH:12][c:13]([C:16]([CH2:17][CH2:18][CH2:19][Cl:20])=[O:21])[cH:14][cH:15]1.[CH3:22][N:23]([CH3:24])[CH:25]=[O:26].[nH:1]1[cH:2][n:3][cH:4][cH:5]1>>[n:1]1([CH2:19][CH2:18][CH2:17][C:16]([c:13]2[cH:12][cH:11][c:10]([C:6]([CH3:7])([CH3:8])[CH3:9])[cH:15][cH:14]2)=[O:21])[cH:2][n:3][cH:4][cH:5]1. Starting materials: [Cl-].[K+] (KCl), OC[C@H](O)[C@@H](O)[C@H](O)[C@H](O)CO (Sorbitol), O (water). Product: C([C@@H]1[C@H]([C@@H]([C@H]([C@H](O1)O[C@]2([C@H]([C@@H]([C@H](O2)CO)O)O)CO)O)O)O)O (Sucrose). As a reaction SMILES: [Cl-].[K+].[OH:3][CH2:4][C@@H:5]([C@H:7]([C@@H:9]([C@@H:11]([CH2:13][OH:14])[OH:12])[OH:10])[OH:8])[OH:6].[OH2:15]>>[CH2:13]([OH:14])[C@H:11]1[O:12][C@H:4]([O:3][C@:11]2([CH2:13][OH:14])[O:15][C@H:5]([CH2:4][OH:3])[C@@H:7]([OH:8])[C@@H:9]2[OH:10])[C@H:5]([OH:6])[C@@H:7]([OH:8])[C@@H:9]1[OH:10] |f:0.1|. Procedure details: Pichia strains GTS115 (NRRL Y-15851) and NRRL Y-11430 were transformed according to the procedure of Example I. The transformed spheroplasts were allowed to regenerate on either 0.6M KCl or 1M Sorbitol containing regeneration media. For screening Suc+ colonies, the regenerated cells embedded in agar were carefully dislodged into a sterile 50 mL disposable centrifuge tube, mixed with 10 ml water, and vortexed to disperse the cells from agar. The agar-cells suspension was passed through several fo... Starting materials: C(C)(C)C=1NC(=C(N1)C=1C(=CC(=C(C(=O)O)C1)C)C)C (5-(2-isopropyl-5-methyl-1H-imidazol-4-yl)-2,4-dimethylbenzoic acid), C(C)(C)C=1NC(=C(N1)C=1C(=CC(=C(C(=O)O)C1)C)C)C (5-(2-isopropyl-5-methyl-1H-imidazol-4-yl)-2,4-dimethylbenzoic acid), Cl.N1CC(C1)C1=CC=C(C#N)C=C1 (4-(azetidin-3-yl)benzonitrile hydrochloride), Cl.N1CC(C1)C1=CC=C(C#N)C=C1 (4-(azetidin-3-yl)benzonitrile hydrochloride), CCN=C=NCCCN(C)C (EDCI), C=1C=CC2=C(C1)N=NN2O (HOBt), CCN(C(C)C)C(C)C (DIEA). Solvent: CN(C)C=O (DMF), C(=O)(O)[O-].[Na+] (NaHCO3). Reaction conditions: time 16 hour. Product: C(C)(C)C=1NC(=C(N1)C=1C(=CC(=C(C(=O)N2CC(C2)C2=CC=C(C#N)C=C2)C1)C)C)C (4-(1-(5-(2-Isopropyl-5-methyl-1H-imidazol-4-yl)-2,4-dimethylbenzoyl)azetidin-3-yl)benzonitrile). Isolated yield 22.4%. RXN SMILES: [CH:1]([C:4]1[NH:5][C:6]([CH3:20])=[C:7]([C:9]2[C:10]([CH3:19])=[CH:11][C:12]([CH3:18])=[C:13]([CH:17]=2)[C:14]([OH:16])=O)[N:8]=1)([CH3:3])[CH3:2].Cl.[NH:22]1[CH2:25][CH:24]([C:26]2[CH:33]=[CH:32][C:29]([C:30]#[N:31])=[CH:28][CH:27]=2)[CH2:23]1.CCN=C=NCCCN(C)C.C1C=CC2N(O)N=NC=2C=1.CCN(C(C)C)C(C)C>CN(C=O)C.C([O-])(O)=O.[Na+]>[CH:1]([C:4]1[NH:5][C:6]([CH3:20])=[C:7]([C:9]2[C:10]([CH3:19])=[CH:11][C:12]([CH3:18])=[C:13]([CH:17]=2)[C:14]([N:22]2[CH2:25][CH:24]([C:26]3[CH:33]=[CH:32][C:29]([C:30]#[N:31])=[CH:28][CH:27]=3)[CH2:23]2)=[O:16])[N:8]=1)([CH3:2])[CH3:3] |f:1.2,7.8|. Reported procedure: The mixture of 5-(2-isopropyl-5-methyl-1H-imidazol-4-yl)-2,4-dimethylbenzoic acid (compound 159.3, 250 mg, 0.92 mmol), 4-(azetidin-3-yl)benzonitrile hydrochloride (compound 5.2, 195 mg, 1.0 mmol), EDCI (264 mg, 1.4 mmol), HOBt (170 mg, 1.0 mmol) and DIEA (640 μL, 3.7 mmol) in DMF (10 mL) was stirred at room temperature for 16 hours. The reaction was diluted with saturated NaHCO3 and extracted with EtOAc (60 mL). The organic phase was washed with brine (3×20 mL), dried over MgSO4 and concentrated... The reactants are FC1=CC=C(C=C1)C1=NN2C(C=CC(=C2)C(F)(F)F)=C1 (2-(4-fluorophenyl)-6-(trifluoromethyl)pyrazolo[1,5-a]pyridine), C(C)(=O)OC(C)=O (acetic anhydride), [OH-].[Na+] (sodium hydroxide). Reagents/catalysts: S(O)(O)(=O)=O (sulfuric acid). The solvent is ice water. The product is FC1=CC=C(C=C1)C1=NN2C(C=CC(=C2)C(F)(F)F)=C1C(C)=O (1-[2-(4-Fluorophenyl)-6-(trifluoromethyl)pyrazolo[1,5-a]pyridin-3-yl]ethanone). As a reaction SMILES: [F:1][C:2]1[CH:7]=[CH:6][C:5]([C:8]2[CH:20]=[C:11]3[CH:12]=[CH:13][C:14]([C:16]([F:19])([F:18])[F:17])=[CH:15][N:10]3[N:9]=2)=[CH:4][CH:3]=1.[C:21](OC(=O)C)(=[O:23])[CH3:22].[OH-].[Na+]>S(=O)(=O)(O)O>[F:1][C:2]1[CH:3]=[CH:4][C:5]([C:8]2[C:20]([C:21](=[O:23])[CH3:22])=[C:11]3[CH:12]=[CH:13][C:14]([C:16]([F:18])([F:17])[F:19])=[CH:15][N:10]3[N:9]=2)=[CH:6][CH:7]=1 |f:2.3|. Procedure: To a mixture of 2-(4-fluorophenyl)-6-(trifluoromethyl)pyrazolo[1,5-a]pyridine (10.30 g, 36.76 mmol) and acetic anhydride (100 mL) was added conc. sulfuric acid (10 drops) and the mixture was stirred and heated at reflux for 1 hour. The reaction mixture was cooled to room temperature and poured into ice water (300 mL). 2N Aqueous sodium hydroxide solution was added to raise the pH of the solution to about 10 and the resulting orange precipitate was collected by filtration. The solid was washed wi... Procedure details: Pd-C (1.0 g) was added to an ethyl acetate solution (300 ml) of 3-methyl-2-dodecen-1-ol (3″) (30 g, 0.15 mol) obtained from 2-undecanone (1″) in the same manner as in Example 2, and the mixture was stirred for 3 days in a hydrogen atmosphere. The reaction mixture was filtered through Celite, and the filtrate obtained was concentrated and then distilled under reduced pressure to obtain 3-methyldodecan-1-ol (4″) (20 g, 67%). b.p. 122-123° C./4 torrs. 1H-NMR (90 MHz, CDCl3) 0.8-1.0 (6H,m,Me), 1.0-1... The product is CC(CCCCCCCCC)=O (2-undecanone). Starting materials: CC(=CCO)CCCCCCCCC (3-methyl-2-dodecen-1-ol), C(C)(=O)OCC (ethyl acetate). RXN SMILES: C[C:2]([CH2:6][CH2:7][CH2:8][CH2:9][CH2:10][CH2:11][CH2:12]CC)=[CH:3][CH2:4][OH:5].[C:15](OCC)(=O)C>[Pd]>[CH3:15][C:4](=[O:5])[CH2:3][CH2:2][CH2:6][CH2:7][CH2:8][CH2:9][CH2:10][CH2:11][CH3:12]. Reagents/catalysts: [Pd] (Pd-C).